This data is from the Open Reaction Database (ORD), a public repository of structured organic reaction records. The task is: describe an organic reaction: reactants, conditions, products, and yield The reactants are [BH4-].[Na+] (sodium borohydride), N(=[N+]=[N-])C1=C(C(=C(C(=O)OCC)C(=C1F)NC(C(C)(C)C)=O)OC1OCCCC1)F (ethyl 4-azido-3,5-difluoro-6-pivaloylamino-2-(2-tetrahydropyranyloxy)benzoate), O (water). The solvent is CO (methanol). Conditions: time 4.5 hour. The product is NC1=C(C(=C(C(=O)OCC)C(=C1F)NC(C(C)(C)C)=O)OC1OCCCC1)F (ethyl 4-amino-3,5-difluoro-6-pivaloylamino-2-(2-tetrahydropyranyloxy)benzoate). Yield: 93.7%. Reaction SMILES: [N:1]([C:4]1[C:14]([F:15])=[C:13]([NH:16][C:17](=[O:22])[C:18]([CH3:21])([CH3:20])[CH3:19])[C:7]([C:8]([O:10][CH2:11][CH3:12])=[O:9])=[C:6]([O:23][CH:24]2[CH2:29][CH2:28][CH2:27][CH2:26][O:25]2)[C:5]=1[F:30])=[N+]=[N-].[BH4-].[Na+].O>CO>[NH2:1][C:4]1[C:14]([F:15])=[C:13]([NH:16][C:17](=[O:22])[C:18]([CH3:20])([CH3:21])[CH3:19])[C:7]([C:8]([O:10][CH2:11][CH3:12])=[O:9])=[C:6]([O:23][CH:24]2[CH2:29][CH2:28][CH2:27][CH2:26][O:25]2)[C:5]=1[F:30] |f:1.2|. Procedure: 4.64 g (10.9 mmol) of the above ethyl 4-azido-3,5-difluoro-6-pivaloylamino-2-(2-tetrahydropyranyloxy)benzoate was dissolved in 100 mL of methanol, 2.90 g (76.7 mmol) of sodium borohydride was added in several portions under ice-cooling, 10 mL of water was further added and the mixture was stirred at room temperature for 4.5 hours. The solvent was distilled off under reduced pressure, water was added and the mixture was extracted once with ethyl acetate. The organic layer was washed with an aqueo...